Dataset: the Open Reaction Database (ORD), a public repository of structured organic reaction records. Task: describe an organic reaction: reactants, conditions, products, and yield The reactants are CN, CO, COC(=O)c1nc(Br)cnc1N. Yields the product CNC(=O)c1nc(Br)cnc1N. Reaction SMILES: [CH3:13][NH2:14].[CH3:15][OH:16].[NH2:1][c:2]1[c:3]([C:9]([O:11][CH3:10])=[O:12])[n:4][c:5]([Br:8])[cH:6][n:7]1>>[NH2:1][c:2]1[c:3]([C:9](=[O:11])[NH:14][CH3:13])[n:4][c:5]([Br:8])[cH:6][n:7]1. Reactants: ClCCl, O=C(OO)c1cccc(Cl)c1, C=Cc1ccc(-c2noc(-c3onc(-c4ccccc4)c3C(F)(F)F)n2)c(C(F)(F)F)c1. The product is FC(F)(F)c1cc(C2CO2)ccc1-c1noc(-c2onc(-c3ccccc3)c2C(F)(F)F)n1. Reaction SMILES: [Cl:44][CH2:45][Cl:46].[OH:33][O:34][C:35]([c:36]1[cH:37][c:38]([Cl:39])[cH:40][cH:41][cH:42]1)=[O:43].[c:1]1(-[c:7]2[n:8][o:9][c:10](-[c:16]3[n:17][c:18](-[c:21]4[c:22]([C:29]([F:30])([F:31])[F:32])[cH:23][c:24]([CH:27]=[CH2:28])[cH:25][cH:26]4)[n:19][o:20]3)[c:11]2[C:12]([F:13])([F:14])[F:15])[cH:2][cH:3][cH:4][cH:5][cH:6]1>>[c:1]1(-[c:7]2[n:8][o:9][c:10](-[c:16]3[n:17][c:18](-[c:21]4[c:22]([C:29]([F:30])([F:31])[F:32])[cH:23][c:24]([CH:27]5[CH2:28][O:33]5)[cH:25][cH:26]4)[n:19][o:20]3)[c:11]2[C:12]([F:13])([F:14])[F:15])[cH:2][cH:3][cH:4][cH:5][cH:6]1. Starting materials: Cc1ccccc1, Cc1cccc(C(=O)Cc2ccc(F)cc2)n1, NN1C(=O)CCC1COCc1ccccc1. Product: Cc1cccc(C(Cc2ccc(F)cc2)=NN2C(=O)CCC2COCc2ccccc2)n1. Reaction SMILES: [CH3:34][c:35]1[cH:36][cH:37][cH:38][cH:39][cH:40]1.[F:17][c:18]1[cH:19][cH:20][c:21]([CH2:24][C:25](=[O:26])[c:27]2[n:28][c:29]([CH3:33])[cH:30][cH:31][cH:32]2)[cH:22][cH:23]1.[NH2:1][N:2]1[C:3](=[O:16])[CH2:4][CH2:5][CH:6]1[CH2:7][O:8][CH2:9][c:10]1[cH:11][cH:12][cH:13][cH:14][cH:15]1>>[N:1]([N:2]1[C:3](=[O:16])[CH2:4][CH2:5][CH:6]1[CH2:7][O:8][CH2:9][c:10]1[cH:11][cH:12][cH:13][cH:14][cH:15]1)=[C:25]([CH2:24][c:21]1[cH:20][cH:19][c:18]([F:17])[cH:23][cH:22]1)[c:27]1[n:28][c:29]([CH3:33])[cH:30][cH:31][cH:32]1. Reactants: CCN(CC)C(=O)Cl, ClCCl, Clc1ccc(N2CCNCC2)cc1. The product is CCN(CC)C(=O)N1CCN(c2ccc(Cl)cc2)CC1. As a reaction SMILES: [CH2:14]([CH3:15])[N:16]([C:17](=[O:18])[Cl:19])[CH2:20][CH3:21].[CH2:22]([Cl:23])[Cl:24].[Cl:1][c:2]1[cH:3][cH:4][c:5]([N:8]2[CH2:9][CH2:10][NH:11][CH2:12][CH2:13]2)[cH:6][cH:7]1>>[Cl:1][c:2]1[cH:3][cH:4][c:5]([N:8]2[CH2:9][CH2:10][N:11]([C:17]([N:16]([CH2:14][CH3:15])[CH2:20][CH3:21])=[O:18])[CH2:12][CH2:13]2)[cH:6][cH:7]1.